From a dataset of the Open Reaction Database (ORD), a public repository of structured organic reaction records. describe an organic reaction: reactants, conditions, products, and yield Starting materials: O=C1C2=C(OCC3=C1C=CC=C3)C=CC(=C2)CC(=O)O (6,11-dihydro-11-oxodibenz[b,e]oxepin-2-acetic acid), solution. Run in O1CCCC1 (tetrahydrofuran), O1CCCC1 (THF). Conditions: time 72 hour. Yields the product C1=C(C=CC=2OCC3=C(CC21)C=CC=C3)CCO (2-(6,11-dihydrodibenz[b,e]oxepin-2-yl)ethanol). Yield: 15.6%. Reaction SMILES: O=[C:2]1[C:8]2[CH:9]=[CH:10][CH:11]=[CH:12][C:7]=2[CH2:6][O:5][C:4]2[CH:13]=[CH:14][C:15]([CH2:17][C:18](O)=[O:19])=[CH:16][C:3]1=2>O1CCCC1>[CH:16]1[C:3]2[CH2:2][C:8]3[CH:9]=[CH:10][CH:11]=[CH:12][C:7]=3[CH2:6][O:5][C:4]=2[CH:13]=[CH:14][C:15]=1[CH2:17][CH2:18][OH:19]. Procedure details: A solution of 6,11-dihydro-11-oxodibenz[b,e]oxepin-2-acetic acid (100 g) in 450 ml dry tetrahydrofuran (THF) at -5° C. was treated with a 1M solution of boran-THF complex (373 ml in THF) under a nitrogen blanket. After stirring at ambient temperature for 72 hours, the reaction was quenched with methanol then diluted with water. Evaporation of the organic phase left an oily biphase which was basified with saturated sodium bicarbonate and extracted into dichloromethane. The organic phase was dried... Reactants: CO, COc1ccc(C(=O)N2c3ccccc3C(N(C(C)=O)c3ccc(Cl)cc3)CC2C)cc1. As a reaction SMILES: [CH3:33][OH:34].[Cl:1][c:2]1[cH:3][cH:4][c:5]([N:8]([C:9]([CH3:10])=[O:11])[CH:12]2[CH2:13][CH:14]([CH3:32])[N:15]([C:22]([c:23]3[cH:24][cH:25][c:26]([O:29][CH3:30])[cH:27][cH:28]3)=[O:31])[c:16]3[cH:17][cH:18][cH:19][cH:20][c:21]32)[cH:6][cH:7]1>>[cH:2]1[cH:3][cH:4][c:5]([N:8]([C:9]([CH3:10])=[O:11])[CH:12]2[CH2:13][CH:14]([CH3:32])[N:15]([C:22]([c:23]3[cH:24][cH:25][c:26]([O:29][CH3:30])[cH:27][cH:28]3)=[O:31])[c:16]3[cH:17][cH:18][cH:19][cH:20][c:21]32)[cH:6][cH:7]1. Yields the product COc1ccc(C(=O)N2c3ccccc3C(N(C(C)=O)c3ccccc3)CC2C)cc1. Reactants: CC1CN(c2ccc(C#N)c(C(F)(F)F)c2)C(C)CN1C(=O)Nc1ccc(F)cc1, CI, [H-], [Na+], CN(C)C=O, O. Yields the product CC1CN(c2ccc(C#N)c(C(F)(F)F)c2)C(C)CN1C(=O)N(C)c1ccc(F)cc1. Reaction SMILES: [C:3](#[N:4])[c:5]1[c:6]([C:29]([F:30])([F:31])[F:32])[cH:7][c:8]([N:11]2[CH2:12][CH:13]([CH3:28])[N:14]([C:18](=[O:19])[NH:20][c:21]3[cH:22][cH:23][c:24]([F:27])[cH:25][cH:26]3)[CH2:15][CH:16]2[CH3:17])[cH:9][cH:10]1.[CH3:33][I:34].[H-:1].[Na+:2].[O:36]=[CH:37][N:38]([CH3:39])[CH3:40].[OH2:35]>>[C:3](#[N:4])[c:5]1[c:6]([C:29]([F:30])([F:31])[F:32])[cH:7][c:8]([N:11]2[CH2:12][CH:13]([CH3:28])[N:14]([C:18](=[O:19])[N:20]([c:21]3[cH:22][cH:23][c:24]([F:27])[cH:25][cH:26]3)[CH3:33])[CH2:15][CH:16]2[CH3:17])[cH:9][cH:10]1.